describe an organic reaction: reactants, conditions, products, and yield From a dataset of the Open Reaction Database (ORD), a public repository of structured organic reaction records. Starting materials: C(C)(OCC)([O-])[O-] (ethyl ortho-acetate), C1(CCCCC1)C#CCO (cyclohexylethynylcarbinol), C(CC)(=O)O (propionic acid). Reaction conditions: temperature 132.5 celsius, time 8 hour. Yields the product C1(CCCCC1)C=C=CCC(=O)OCC (Ethyl 5-cyclohexyl-3,4-pentadienoate). Isolated yield 93.0%. RXN SMILES: [C:1]([O-:7])([O-])([O:3][CH2:4][CH3:5])[CH3:2].[CH:8]1([C:14]#[C:15][CH2:16]O)[CH2:13][CH2:12][CH2:11][CH2:10][CH2:9]1.C(O)(=O)CC>>[CH:8]1([CH:14]=[C:15]=[CH:16][CH2:2][C:1]([O:3][CH2:4][CH3:5])=[O:7])[CH2:13][CH2:12][CH2:11][CH2:10][CH2:9]1. Procedure: A mixture of 66 g of ethyl ortho-acetate, 25 g of cyclohexylethynylcarbinol and 2.5 g of propionic acid was agitated at 130 to 135°C. for 8 hours while distilling off ethanol. The resulting liquid mixture was directly subjected to distillation under reduced pressure and a fraction boiling at 107° to 108°C. under 5 mm Hg was collected. Ethyl 5-cyclohexyl-3,4-pentadienoate was obtained in a yield of 93%. Reactants: C(C)OC(=O)C=1NC2=CC=CC=C2C1 (ethyl-2-indole carboxylate), BrN1C(CCC1=O)=O (N-bromosuccinimide), O (water). Solvent: C1CCOC1 (THF). Run at time 1 hour. Product: BrC1=C(NC2=CC=CC=C12)C(=O)OCC (ethyl 3-bromo-1H-indole-2-carboxylate). RXN SMILES: [CH2:1]([O:3][C:4]([C:6]1[NH:7][C:8]2[C:13]([CH:14]=1)=[CH:12][CH:11]=[CH:10][CH:9]=2)=[O:5])[CH3:2].[Br:15]N1C(=O)CCC1=O.O>C1COCC1>[Br:15][C:14]1[C:13]2[C:8](=[CH:9][CH:10]=[CH:11][CH:12]=2)[NH:7][C:6]=1[C:4]([O:3][CH2:1][CH3:2])=[O:5]. Procedure: A mixture of ethyl-2-indole carboxylate (1.89 g) and N-bromosuccinimide (1.77 g) in THF (30 mL) was stirred at room temperature for 1 hour. The mixture was poured into water (150 mL) and filtered. The filtrate was washed with THF, dried under vacuum at 60° C., and recrystallized from ethyl acetate/hexanes. Starting materials: Br, O=C([O-])[O-], ClCCCl, C1CCOC1, CN(C)c1ccncc1, Oc1c(O)c(Cl)c2c(c1Cl)CCNC2, Cl, [Cs+], [Cs+], O=C(O)C=Cc1ccc(C(F)(F)F)nc1N1CCCCC1, O, On1nnc2ccccc21. Yields the product O=C(C=Cc1ccc(C(F)(F)F)nc1N1CCCCC1)N1CCc2c(Cl)c(O)c(O)c(Cl)c2C1. RXN SMILES: [BrH:28].[C:22](=[O:23])([O-:24])[O-:25].[CH2:43]([Cl:44])[CH2:45][Cl:46].[CH2:58]1[O:59][CH2:60][CH2:61][CH2:62]1.[CH3:63][N:64]([c:65]1[cH:66][cH:67][n:68][cH:69][cH:70]1)[CH3:71].[Cl:29][c:30]1[c:31]2[c:36]([c:37]([Cl:42])[c:38]([OH:41])[c:39]1[OH:40])[CH2:35][NH:34][CH2:33][CH2:32]2.[ClH:47].[Cs+:26].[Cs+:27].[N:1]1([c:7]2[n:8][c:9]([C:18]([F:19])([F:20])[F:21])[cH:10][cH:11][c:12]2[CH:13]=[CH:14][C:15](=[O:16])[OH:17])[CH2:2][CH2:3][CH2:4][CH2:5][CH2:6]1.[OH2:72].[OH:48][n:49]1[c:50]2[c:51]([cH:52][cH:53][cH:54][cH:55]2)[n:56][n:57]1>>[N:1]1([c:7]2[n:8][c:9]([C:18]([F:19])([F:20])[F:21])[cH:10][cH:11][c:12]2[CH:13]=[CH:14][C:15](=[O:16])[N:34]2[CH2:33][CH2:32][c:31]3[c:30]([Cl:29])[c:39]([OH:40])[c:38]([OH:41])[c:37]([Cl:42])[c:36]3[CH2:35]2)[CH2:2][CH2:3][CH2:4][CH2:5][CH2:6]1. Reactants: C1CCOC1, [Li]CCCC, CI, CCCCCC, CCOC(C)=O, CN(C)P(=O)(N(C)C)N(C)C, CC(C)NC(C)C, CC1COC(C)(C)N2C(=O)CC12. Yields the product CC1COC(C)(C)N2C(=O)C(C)C12. Reaction SMILES: [CH2:33]1[O:34][CH2:35][CH2:36][CH2:37]1.[CH2:8]([Li:9])[CH2:10][CH2:11][CH3:12].[CH3:25][I:26].[CH3:27][CH2:28][CH2:29][CH2:30][CH2:31][CH3:32].[CH3:38][CH2:39][O:40][C:41]([CH3:42])=[O:43].[CH3:44][N:45]([P:46]([N:47]([CH3:48])[CH3:49])([N:50]([CH3:51])[CH3:52])=[O:53])[CH3:54].[CH:1]([NH:2][CH:3]([CH3:4])[CH3:5])([CH3:6])[CH3:7].[O:13]=[C:14]1[CH2:15][CH:16]2[CH:17]([CH3:24])[CH2:18][O:19][C:20]([CH3:22])([CH3:23])[N:21]12>>[CH3:1][CH:15]1[C:14](=[O:13])[N:21]2[CH:16]1[CH:17]([CH3:24])[CH2:18][O:19][C:20]2([CH3:22])[CH3:23]. Yields the product Cc1oc(C(CCCC2CCCCC2)CC(=O)NOCc2ccccc2)nc1C(=O)O. The reactants are COC(=O)c1nc(C(CCCC2CCCCC2)CC(=O)NOCc2ccccc2)oc1C, C1COCCO1, [Na+], [OH-]. RXN SMILES: [CH2:1]([c:2]1[cH:3][cH:4][cH:5][cH:6][cH:7]1)[O:8][NH:9][C:10]([CH2:11][CH:12]([CH2:13][CH2:14][CH2:15][CH:16]1[CH2:17][CH2:18][CH2:19][CH2:20][CH2:21]1)[c:22]1[o:23][c:24]([CH3:31])[c:25]([C:27](=[O:28])[O:29][CH3:30])[n:26]1)=[O:32].[CH2:35]1[O:36][CH2:37][CH2:38][O:39][CH2:40]1.[Na+:34].[OH-:33]>>[CH2:1]([c:2]1[cH:3][cH:4][cH:5][cH:6][cH:7]1)[O:8][NH:9][C:10]([CH2:11][CH:12]([CH2:13][CH2:14][CH2:15][CH:16]1[CH2:17][CH2:18][CH2:19][CH2:20][CH2:21]1)[c:22]1[o:23][c:24]([CH3:31])[c:25]([C:27](=[O:28])[OH:29])[n:26]1)=[O:32]. Starting materials: FC=1C=C(C=C(C1)F)CC(=O)N[C@@H](C)C(=O)O (N-(3,5-difluorophenylacetyl)-L-alanine), NC(C(=O)OC)C=1N=C(SC1)C (methyl 2-amino-2-(2-methylthiazol-4-yl)acetate). Yields the product FC=1C=C(C=C(C1)F)CC(=O)N[C@@H](C)C(=O)NC(C(=O)OC)C=1N=C(SC1)C (Methyl N-[N-(3,5-Difluorophenylacetyl)-L-alaninyl]-2-amino-2-(2-methylthiazol-4-yl)acetate). RXN SMILES: [F:1][C:2]1[CH:3]=[C:4]([CH2:9][C:10]([NH:12][C@H:13]([C:15]([OH:17])=O)[CH3:14])=[O:11])[CH:5]=[C:6]([F:8])[CH:7]=1.[NH2:18][CH:19]([C:24]1[N:25]=[C:26]([CH3:29])[S:27][CH:28]=1)[C:20]([O:22][CH3:23])=[O:21]>>[F:8][C:6]1[CH:5]=[C:4]([CH2:9][C:10]([NH:12][C@H:13]([C:15]([NH:18][CH:19]([C:24]2[N:25]=[C:26]([CH3:29])[S:27][CH:28]=2)[C:20]([O:22][CH3:23])=[O:21])=[O:17])[CH3:14])=[O:11])[CH:3]=[C:2]([F:1])[CH:7]=1. Procedure: Following General Procedure C and using N-(3,5-difluorophenylacetyl)-L-alanine (from Example B2 above) and methyl 2-amino-2-(2-methylthiazol-4-yl)acetate (prepared from N-Boc-2-amino-2-(2-methylthiazol-4-yl)acetic acid [CAS 105381-90-6] using General Procedure H above), the title compound was prepared as a solid. The product was purified by tituration using Et2O/hexanes. Reactants: COc1ccc(NC(C)CNc2c(C)cccc2C)cc1, COc1ccc(N)cc1, Cc1cccc(C)c1NCC(C)Cl. Reaction SMILES: [CH3:1][c:2]1[c:3]([NH:9][CH2:10][CH:11]([CH3:12])[NH:13][c:14]2[cH:15][cH:16][c:17]([O:20][CH3:21])[cH:18][cH:19]2)[c:4]([CH3:8])[cH:5][cH:6][cH:7]1.[CH3:35][O:36][c:37]1[cH:38][cH:39][c:40]([NH2:41])[cH:42][cH:43]1.[Cl:22][CH:23]([CH2:24][NH:25][c:27]1[c:28]([CH3:29])[cH:30][cH:31][cH:32][c:33]1[CH3:34])[CH3:26]>>[CH3:1][c:2]1[c:3]([N:9]2[CH2:10][CH:11]([CH3:12])[N:13]([c:14]3[cH:15][cH:16][c:17]([O:20][CH3:21])[cH:18][cH:19]3)[C:24]2=[NH:25])[c:4]([CH3:8])[cH:5][cH:6][cH:7]1. The product is COc1ccc(N2C(=N)N(c3c(C)cccc3C)CC2C)cc1. Reactants: C1(CCCCC1)N=C=NC1CCCCC1 (Dicyclohexylcarbodiimide), C(CCCCCCCCCCCCCCC)(=O)O (hexadecanoic acid), C=C(CO)CO (2-Methylenepropane-1,3-diol). Reagents/catalysts: CN(C1=CC=NC=C1)C (4-dimethylaminopyridine). The solvent is C(Cl)Cl (methylene chloride). Run at time 24 hour. The product is C(CCCCCCCCCCCCCCC)(=O)OCC(CO)=C (3-Hexadecanoyloxy-2-methylenepropan-1-ol). Reaction SMILES: [CH2:1]=[C:2]([CH2:5][OH:6])[CH2:3][OH:4].C1(N=C=NC2CCCCC2)CCCCC1.[C:22](O)(=[O:38])[CH2:23][CH2:24][CH2:25][CH2:26][CH2:27][CH2:28][CH2:29][CH2:30][CH2:31][CH2:32][CH2:33][CH2:34][CH2:35][CH2:36][CH3:37]>C(Cl)Cl.CN(C)C1C=CN=CC=1>[C:22]([O:4][CH2:3][C:2](=[CH2:1])[CH2:5][OH:6])(=[O:38])[CH2:23][CH2:24][CH2:25][CH2:26][CH2:27][CH2:28][CH2:29][CH2:30][CH2:31][CH2:32][CH2:33][CH2:34][CH2:35][CH2:36][CH3:37]. Procedure details: 2-Methylenepropane-1,3-diol (3.0 g) was dissolved in methylene chloride (40 ml). Dicyclohexylcarbodiimide (8.7 g), 4-dimethylaminopyridine (0.4 g) and hexadecanoic acid (8.7 g) were added. The mixture was stirred for 24 hours, filtered, and the filtrate was purified through a column of silica gel 60 (70-230 mesh, 30 g) eluting with ether/chloroform/pentane 1:1:1. The eluate was washed with saturated sodium hydrogen carbonate solution (3×70 ml), dried over anhydrous magnesium sulfate and evaporat...